Dataset: the Open Reaction Database (ORD), a public repository of structured organic reaction records. Task: describe an organic reaction: reactants, conditions, products, and yield Reactants: CS(=O)(=O)OC=1C=CC2=C([C@H]3[C@@H]([C@@](O2)(C(OC)OC)C)O3)C1 ((2R,3S,4S)-6-methane sulfonyloxy-2-methyl-2-dimethoxymethyl-3,4-epoxy-3,4-dihydro-2H-1-benzopyran), ClC1=CC=C(C=C1)NCC=1N=NN(N1)C (N-(4-chlorophenyl)-N-(2-methyl-2H-tetrazol-5-ylmethyl)amine). Product: CS(=O)(=O)OC=1C=CC2=C([C@H]([C@@H]([C@@](O2)(C(OC)OC)C)O)N(CC=2N=NN(N2)C)C2=CC=C(C=C2)Cl)C1 ((2R,3S,4R)-6-methanesulfonyloxy-4-[N-(4-chlorophenyl)-N-(2-methyl-2H-tetrazol-5-ylmethyl)amino]-3-hydroxy-2-methyl-2-dimethoxymethyl-3,4-dihydro-2H-1-benzopyran). The yield is 26.8%. Reaction SMILES: [CH3:1][S:2]([O:5][C:6]1[CH:7]=[CH:8][C:9]2[O:14][C@@:13]([CH3:20])([CH:15]([O:18][CH3:19])[O:16][CH3:17])[C@H:12]3[O:21][C@H:11]3[C:10]=2[CH:22]=1)(=[O:4])=[O:3].[Cl:23][C:24]1[CH:29]=[CH:28][C:27]([NH:30][CH2:31][C:32]2[N:33]=[N:34][N:35]([CH3:37])[N:36]=2)=[CH:26][CH:25]=1>>[CH3:1][S:2]([O:5][C:6]1[CH:7]=[CH:8][C:9]2[O:14][C@@:13]([CH3:20])([CH:15]([O:16][CH3:17])[O:18][CH3:19])[C@@H:12]([OH:21])[C@H:11]([N:30]([C:27]3[CH:28]=[CH:29][C:24]([Cl:23])=[CH:25][CH:26]=3)[CH2:31][C:32]3[N:33]=[N:34][N:35]([CH3:37])[N:36]=3)[C:10]=2[CH:22]=1)(=[O:3])=[O:4]. Procedure: The same procedure as step 3 of example 1 was accomplished, except for using (2R,3S,4S)-6-methane sulfonyloxy-2-methyl-2-dimethoxymethyl-3,4-epoxy-3,4-dihydro-2H-1-benzopyran (231 mg, 0.70 mmol) and N-(4-chlorophenyl)-N-(2-methyl-2H-tetrazol-5-ylmethyl)amine (187 mg, 0. 84 mmol). The crude product was purified by silica gel column chromatography (developing solvent-n-hexane:ethyl acetate=1:1), to give desired compound (104 mg, yield: 27%). Starting materials: C, CCCCCCCCCCCCC(=O)Oc1ccc(C(=O)Oc2ccc(OCc3ccccc3)cc2)cc1, CCOC(C)=O, [Pd]. The product is CCCCCCCCCCCCC(=O)Oc1ccc(C(=O)Oc2ccc(O)cc2)cc1. As a reaction SMILES: [C:39].[CH2:1]([CH2:2][CH2:3][CH2:4][CH2:5][CH2:6][CH2:7][CH2:8][CH2:9][CH2:10][CH2:11][CH3:12])[C:13](=[O:14])[O:15][c:16]1[cH:17][cH:18][c:19]([C:22](=[O:23])[O:24][c:25]2[cH:26][cH:27][c:28]([O:31][CH2:32][c:33]3[cH:34][cH:35][cH:36][cH:37][cH:38]3)[cH:29][cH:30]2)[cH:20][cH:21]1.[CH3:41][CH2:42][O:43][C:44](=[O:45])[CH3:46].[Pd:40]>>[CH2:1]([CH2:2][CH2:3][CH2:4][CH2:5][CH2:6][CH2:7][CH2:8][CH2:9][CH2:10][CH2:11][CH3:12])[C:13](=[O:14])[O:15][c:16]1[cH:17][cH:18][c:19]([C:22](=[O:23])[O:24][c:25]2[cH:26][cH:27][c:28]([OH:31])[cH:29][cH:30]2)[cH:20][cH:21]1.